This data is from the Open Reaction Database (ORD), a public repository of structured organic reaction records. The task is: describe an organic reaction: reactants, conditions, products, and yield Reactants: C(C1=CC=CC=C1)N1CC(C2=CC(=CC=C12)O)(C)C (1-benzyl-3,3-dimethylindolin-5-ol), C(CCCCC)N=C=O (n-hexylisocyanate), Example 2 ( 2 ). Yields the product C(CCCCC)NC(OC=1C=C2C(CN(C2=CC1)CC1=CC=CC=C1)(C)C)=O (1-benzyl-3,3-dimethylindolin-5-yl n-hexylcarbamate), solid. The yield is 11.0%. RXN SMILES: [CH2:1]([N:8]1[C:16]2[C:11](=[CH:12][C:13]([OH:17])=[CH:14][CH:15]=2)[C:10]([CH3:19])([CH3:18])[CH2:9]1)[C:2]1[CH:7]=[CH:6][CH:5]=[CH:4][CH:3]=1.[CH2:20]([N:26]=[C:27]=[O:28])[CH2:21][CH2:22][CH2:23][CH2:24][CH3:25]>>[CH2:20]([NH:26][C:27](=[O:28])[O:17][C:13]1[CH:12]=[C:11]2[C:16](=[CH:15][CH:14]=1)[N:8]([CH2:1][C:2]1[CH:3]=[CH:4][CH:5]=[CH:6][CH:7]=1)[CH2:9][C:10]2([CH3:19])[CH3:18])[CH2:21][CH2:22][CH2:23][CH2:24][CH3:25]. Procedure details: The title compound was synthesized from 1-benzyl-3,3-dimethylindolin-5-ol (20.0 mg, 0.09 mmol) using the same procedure employed for Example 2 (2), but with n-hexylisocyanate instead of 4-isopropylphenylisocyanate. The product was obtained as a white solid (3.4 mg, 11%) having the following characteristics. The reactants are ClC=1C(=C(C(=C(C1)C(C)=O)OC)I)C (1-(5-chloro-3-iodo-2-methoxy-4-methylphenyl)ethanone), IC1CCN(CC1)C(=O)OC(C)(C)C (tert-butyl 4-iodopiperidine-1-carboxylate). The product is C(C)(=O)C=1C(=C(C(=C(C1)Cl)C)C1CCN(CC1)C(=O)OC(C)(C)C)OC (tert-Butyl 4-(3-acetyl-5-chloro-2-methoxy-6-methylphenyl)piperidine-1-carboxylate). As a reaction SMILES: [Cl:1][C:2]1[C:3]([CH3:14])=[C:4](I)[C:5]([O:11][CH3:12])=[C:6]([C:8](=[O:10])[CH3:9])[CH:7]=1.I[CH:16]1[CH2:21][CH2:20][N:19]([C:22]([O:24][C:25]([CH3:28])([CH3:27])[CH3:26])=[O:23])[CH2:18][CH2:17]1>>[C:8]([C:6]1[C:5]([O:11][CH3:12])=[C:4]([CH:16]2[CH2:21][CH2:20][N:19]([C:22]([O:24][C:25]([CH3:28])([CH3:27])[CH3:26])=[O:23])[CH2:18][CH2:17]2)[C:3]([CH3:14])=[C:2]([Cl:1])[CH:7]=1)(=[O:10])[CH3:9]. Procedure: This compound was prepared using procedures analogous to those for Example 139 step 2 with 1-(5-chloro-3-iodo-2-methoxy-4-methylphenyl)ethanone and tert-butyl 4-iodopiperidine-1-carboxylate as starting materials. LCMS calculated for C20H28ClNO4Na (M+Na)+: m/z=404.1; Found: 404.1. Product: BrC1=CC=2C3=C(C(NC2C=C1)=O)NC=C3.C(C)C(=O)[O-] (8-bromo-4-oxo-4,5-dihydro-3H-pyrrolo[2,3-c]quinoline 1-ethyl carboxylate). Run at time 1 hour. RXN SMILES: [Br:1]N1C(=O)CCC1=O.[O:9]=[C:10]1[C:19]2[NH:20][CH:21]=[CH:22][C:18]=2[C:17]2[CH:16]=[CH:15][CH:14]=[CH:13][C:12]=2[NH:11]1.[CH2:23]([C:25]([O-:27])=[O:26])[CH3:24]>CN(C)C=O.C(OCC)(=O)C>[Br:1][C:15]1[CH:14]=[CH:13][C:12]2[NH:11][C:10](=[O:9])[C:19]3[NH:20][CH:21]=[CH:22][C:18]=3[C:17]=2[CH:16]=1.[CH2:23]([C:25]([O-:27])=[O:26])[CH3:24] |f:1.2,5.6|. Starting materials: BrN1C(CCC1=O)=O (N-bromosuccinimide), O=C1NC=2C=CC=CC2C2=C1NC=C2.C(C)C(=O)[O-] (4-oxo-4,5-dihydro-3H-pyrrolo[2,3-c]quinoline 1-ethyl carboxylate). The solvent is C(C)(=O)OCC (ethyl acetate), CN(C=O)C (dimethylformamide). Reported procedure: 434 mg (2.44 mmol) of N-bromosuccinimide is added to 500 mg (1.95 mmol) of 4-oxo-4,5-dihydro-3H-pyrrolo[2,3-c]quinoline-1-ethyl carboxylate (synthesis 1) dissolved in 10 ml of anhydrous dimethylformamide and the reaction mixture is stirred for 1 h at room temperature. The mixture is then diluted in 10 mL of ethyl acetate, the solid is filtered, rinsed with diethyl ether then recrystallized from acetic acid to give 360 mg (55%) of 8-bromo-4-oxo-4,5-dihydro-3H-pyrrolo[2,3-c]quinoline-1-ethyl carbo... Isolated yield 54.9%.